This data is from the Open Reaction Database (ORD), a public repository of structured organic reaction records. The task is: describe an organic reaction: reactants, conditions, products, and yield The reactants are C1(=CC=CC=C1)C=1C=C2C3(C(NC2=CC1)=O)OCCO3 (5'-phenylspiro[1,3-dioxolane-2,3'-[3H]indol]-2'(1'H)-one), ClCCN1CCN(CC1)CC1=CC=CC=C1 (1-(2-chloroethyl)-4-(phenylmethyl)piperazine). Yields the product C1(=CC=CC=C1)C=1C=C2C3(C(N(C2=CC1)CCN1CCN(CC1)CC1=CC=CC=C1)=O)OCCO3 (5'-Phenyl-1'-[2-[4-(phenylmethyl)-1-piperazinyl]ethyl]spiro[1,3-dioxolane-2,3'-[3H]indol]-2'(1'H)-one). RXN SMILES: [C:1]1([C:7]2[CH:8]=[C:9]3[C:13](=[CH:14][CH:15]=2)[NH:12][C:11](=[O:16])[C:10]23[O:20][CH2:19][CH2:18][O:17]2)[CH:6]=[CH:5][CH:4]=[CH:3][CH:2]=1.Cl[CH2:22][CH2:23][N:24]1[CH2:29][CH2:28][N:27]([CH2:30][C:31]2[CH:36]=[CH:35][CH:34]=[CH:33][CH:32]=2)[CH2:26][CH2:25]1>>[C:1]1([C:7]2[CH:8]=[C:9]3[C:13](=[CH:14][CH:15]=2)[N:12]([CH2:22][CH2:23][N:24]2[CH2:29][CH2:28][N:27]([CH2:30][C:31]4[CH:36]=[CH:35][CH:34]=[CH:33][CH:32]=4)[CH2:26][CH2:25]2)[C:11](=[O:16])[C:10]23[O:17][CH2:18][CH2:19][O:20]2)[CH:2]=[CH:3][CH:4]=[CH:5][CH:6]=1. Reported procedure: Following the general method of Example 14, 5'-phenylspiro[1,3-dioxolane-2,3'-[3H]indol]-2'(1'H)-one and 1-(2-chloroethyl)-4-(phenylmethyl)piperazine were reacted together to give the title compound. 13C Nmr (d6 -acetone) 173.9, 144.5, 141.0, 139.6, 136.6, 130.7, 129.7, 129.6, 128.9, 127.9, 127.6, 127.3, 126.2, 124.1, 110.6, 102.7, 66.5, 63.3, 55.6, 54.0, 53.8 and 38.0 ppm. Reactants: C(#N)C1=CC=C(C=C1)C1CCN(CC1)C(=O)C=1C(=CC(=C(C(=O)O)C1)C)CC (5-(4-(4-cyanophenyl)piperidine-1-carbonyl)-4-ethyl-2-methylbenzoic acid), C(#N)C1=CC=C(C=C1)C1CCN(CC1)C(=O)C=1C(=CC(=C(C(=O)O)C1)C)CC (5-(4-(4-cyanophenyl)piperidine-1-carbonyl)-4-ethyl-2-methylbenzoic acid), CO (methanol), S(O)(O)(=O)=O (sulfuric acid). Run at time 15 hour. Product: C(#N)C1=CC=C(C=C1)C1CCN(CC1)C(=O)C=1C(=CC(=C(C(=O)OC)C1)C)CC (Methyl 5-(4-(4-cyanophenyl)piperidine-1-carbonyl)-4-ethyl-2-methylbenzoate). As a reaction SMILES: [C:1]([C:3]1[CH:8]=[CH:7][C:6]([CH:9]2[CH2:14][CH2:13][N:12]([C:15]([C:17]3[C:18]([CH2:27][CH3:28])=[CH:19][C:20]([CH3:26])=[C:21]([CH:25]=3)[C:22]([OH:24])=[O:23])=[O:16])[CH2:11][CH2:10]2)=[CH:5][CH:4]=1)#[N:2].S(=O)(=O)(O)O.[CH3:34]O>>[C:1]([C:3]1[CH:8]=[CH:7][C:6]([CH:9]2[CH2:10][CH2:11][N:12]([C:15]([C:17]3[C:18]([CH2:27][CH3:28])=[CH:19][C:20]([CH3:26])=[C:21]([CH:25]=3)[C:22]([O:24][CH3:34])=[O:23])=[O:16])[CH2:13][CH2:14]2)=[CH:5][CH:4]=1)#[N:2]. Procedure details: To a round-bottom flask was added a solution of 5-(4-(4-cyanophenyl)piperidine-1-carbonyl)-4-ethyl-2-methylbenzoic acid (compound 211.6, 600 mg, 1.59 mmol, 1.00 equiv) in methanol (30 mL). To this was added sulfuric acid (500 mg, 5.10 mmol, 3.20 equiv) dropwise. The resulting solution was stiffed for 15 h at 60° C. After cooling to ambient temperature, the mixture was concentrated in vacuo. The residue was diluted with 20 mL of H2O. The aqueous phase was extracted with 3×20 mL of ethyl acetate. ... The reactants are O1COC2=C1C=CC(=C2)C(C(=O)OC)N2N=C(C=C(C2=O)C)C (methyl 2-(1,3-benzodioxol-5-yl)-2-(4,6-dimethyl-2,3-dihydropyridazin-3-on-2-yl)-acetate), [OH-].[Na+] (sodium hydroxide). The solvent is CO (methanol). Reaction conditions: time 18 hour. The product is O1COC2=C1C=CC(=C2)C(C(=O)O)N2N=C(C=C(C2=O)C)C (2-(1,3-benzodioxol-5-yl)-2-(4,6-dimethyl-2,3-dihydropyridazin-3-on-2-yl)acetic acid). As a reaction SMILES: [O:1]1[C:5]2[CH:6]=[CH:7][C:8]([CH:10]([N:15]3[C:20](=[O:21])[C:19]([CH3:22])=[CH:18][C:17]([CH3:23])=[N:16]3)[C:11]([O:13]C)=[O:12])=[CH:9][C:4]=2[O:3][CH2:2]1.[OH-].[Na+]>CO>[O:1]1[C:5]2[CH:6]=[CH:7][C:8]([CH:10]([N:15]3[C:20](=[O:21])[C:19]([CH3:22])=[CH:18][C:17]([CH3:23])=[N:16]3)[C:11]([OH:13])=[O:12])=[CH:9][C:4]=2[O:3][CH2:2]1 |f:1.2|. Reported procedure: A solution of 2.24 g of methyl 2-(1,3-benzodioxol-5-yl)-2-(4,6-dimethyl-2,3-dihydropyridazin-3-on-2-yl)-acetate in 20 ml of methanol is treated with 7.08 ml of 1N sodium hydroxide solution and the mixture is stirred at room temperature for 18 hours. It is worked up in the customary manner and 2-(1,3-benzodioxol-5-yl)-2-(4,6-dimethyl-2,3-dihydropyridazin-3-on-2-yl)acetic acid is obtained, m.p. 165°, EI 302. Reactants: Cc1ccc(S(=O)(=O)OCC2COc3c(Cl)cc(S(C)(=O)=O)cc3O2)cc1, NCCCF. The product is CS(=O)(=O)c1cc(Cl)c2c(c1)OC(CNCCCF)CO2. As a reaction SMILES: [CH3:1][c:2]1[cH:3][cH:4][c:5]([S:6]([O:7][CH2:12][CH:13]2[CH2:14][O:15][c:16]3[c:17]([cH:19][c:20]([S:24](=[O:25])(=[O:26])[CH3:27])[cH:21][c:22]3[Cl:23])[O:18]2)(=[O:8])=[O:9])[cH:10][cH:11]1.[F:28][CH2:29][CH2:30][CH2:31][NH2:32]>>[CH2:12]([CH:13]1[CH2:14][O:15][c:16]2[c:17]([cH:19][c:20]([S:24](=[O:25])(=[O:26])[CH3:27])[cH:21][c:22]2[Cl:23])[O:18]1)[NH:32][CH2:31][CH2:30][CH2:29][F:28]. Product: CCNc1cccnc1N1CCN(C(=O)CC2(C)CCc3c(C)c(O)c(C)c(C)c3O2)CC1. Starting materials: CCNc1cccnc1N1CCN(C(=O)CC2(C)CCc3c(C)c(OC(C)=O)c(C)c(C)c3O2)CC1, O=C([O-])[O-], CC(=O)O, CO, [K+], [K+]. As a reaction SMILES: [C:1](=[O:2])([CH3:3])[O:4][c:5]1[c:6]([CH3:36])[c:7]([CH3:35])[c:8]2[c:9]([c:33]1[CH3:34])[CH2:10][CH2:11][C:12]([CH3:14])([CH2:15][C:16](=[O:17])[N:18]1[CH2:19][CH2:20][N:21]([c:24]3[n:25][cH:26][cH:27][cH:28][c:29]3[NH:30][CH2:31][CH3:32])[CH2:22][CH2:23]1)[O:13]2.[C:37](=[O:38])([O-:39])[O-:40].[CH3:43][C:44](=[O:45])[OH:46].[CH3:47][OH:48].[K+:41].[K+:42]>>[OH:4][c:5]1[c:6]([CH3:36])[c:7]([CH3:35])[c:8]2[c:9]([c:33]1[CH3:34])[CH2:10][CH2:11][C:12]([CH3:14])([CH2:15][C:16](=[O:17])[N:18]1[CH2:19][CH2:20][N:21]([c:24]3[n:25][cH:26][cH:27][cH:28][c:29]3[NH:30][CH2:31][CH3:32])[CH2:22][CH2:23]1)[O:13]2. Starting materials: N[C@@H]1[C@H](CCCC1)NC1CCN(CC1)C1(CCN(CC1)C(=O)OCC)C (ethyl 4-[4-[[(1S,2S)-2-aminocyclohexyl]amino]-1-piperidyl]-4-methyl-piperidine-1-carboxylate), ClC(Cl)(OC(OC(Cl)(Cl)Cl)=O)Cl (triphosgene), O (Water), C(C)(C)N(CC)C(C)C (diisopropylethyl amine). Run in ClCCl (dichloromethane), ClCCl (dichloromethane). Run at time 12 hour. The product is O=C1N[C@@H]2[C@@H](N1C1CCN(CC1)C1(CCN(CC1)C(=O)OCC)C)CCCC2 (ethyl 4-[4-[(3aS,7aS)-2-oxo-3a,4,5,6,7,7a-hexahydro-3H-benzoimidazol-1-yl]-1-piperidyl]-4-methyl-piperidine-1-carboxylate). The yield is 61.1%. Reaction SMILES: [NH2:1][C@H:2]1[CH2:7][CH2:6][CH2:5][CH2:4][C@@H:3]1[NH:8][CH:9]1[CH2:14][CH2:13][N:12]([C:15]2([CH3:26])[CH2:20][CH2:19][N:18]([C:21]([O:23][CH2:24][CH3:25])=[O:22])[CH2:17][CH2:16]2)[CH2:11][CH2:10]1.Cl[C:28](Cl)([O:30]C(=O)OC(Cl)(Cl)Cl)Cl.C(N(C(C)C)CC)(C)C.O>ClCCl>[O:30]=[C:28]1[N:8]([CH:9]2[CH2:14][CH2:13][N:12]([C:15]3([CH3:26])[CH2:16][CH2:17][N:18]([C:21]([O:23][CH2:24][CH3:25])=[O:22])[CH2:19][CH2:20]3)[CH2:11][CH2:10]2)[C@H:3]2[CH2:4][CH2:5][CH2:6][CH2:7][C@@H:2]2[NH:1]1. Reported procedure: A solution of ethyl 4-[4-[[(1S,2S)-2-aminocyclohexyl]amino]-1-piperidyl]-4-methyl-piperidine-1-carboxylate (87 mg, 0.24 mmol) in dichloromethane (5 mL) was added with triphosgene (0.1 mmol) at 0° C. followed by with diisopropylethyl amine (0.5 mmol) and stirred at room temperature for 12 h. Water (2 mL) was added followed by dichloromethane (20 mL), the phases were separated and the aqueous phase was extracted with dichloromethane (2×10 mL). The combined organic phases were washed with brine, dr... Starting materials: [BH4-].[Na+] (Sodium tetrahydroborate), COC(CC1=CC(=NC(=N1)C(F)(F)F)OC1CCN(CC1)C(=O)OC(C)(C)C)=O (tert-Butyl 4-{[6-(2-methoxy-2-oxoethyl)-2-(trifluoromethyl)pyrimidin-4-yl]oxy}piperidine-1-carboxylate), CO (Methanol). The solvent is O1CCCC1 (tetrahydrofuran). Conditions: time 2 hour. Yields the product OCCC1=CC(=NC(=N1)C(F)(F)F)OC1CCN(CC1)C(=O)OC(C)(C)C (tert-Butyl 4-{[6-(2-hydroxyethyl)-2-(trifluoromethyl)pyrimidin-4-yl]oxy}piperidine-1-carboxylate). As a reaction SMILES: [BH4-].[Na+].C[O:4][C:5](=O)[CH2:6][C:7]1[N:12]=[C:11]([C:13]([F:16])([F:15])[F:14])[N:10]=[C:9]([O:17][CH:18]2[CH2:23][CH2:22][N:21]([C:24]([O:26][C:27]([CH3:30])([CH3:29])[CH3:28])=[O:25])[CH2:20][CH2:19]2)[CH:8]=1.CO>O1CCCC1>[OH:4][CH2:5][CH2:6][C:7]1[N:12]=[C:11]([C:13]([F:15])([F:16])[F:14])[N:10]=[C:9]([O:17][CH:18]2[CH2:19][CH2:20][N:21]([C:24]([O:26][C:27]([CH3:30])([CH3:29])[CH3:28])=[O:25])[CH2:22][CH2:23]2)[CH:8]=1 |f:0.1|. Procedure: Sodium tetrahydroborate (32 mg, 0.83 mmol) was added to a solution of tert-butyl 4-{[6-(2-methoxy-2-oxoethyl)-2-(trifluoromethyl)pyrimidin-4-yl]oxy}piperidine-1-carboxylate (125 mg, 0.209 mmol, from Step 2) in tetrahydrofuran (2.0 mL). Methanol (0.21 mL) was added in portions. After stirring for 2 hours, the mixture was quenched by the addition of saturated ammonium chloride solution. The reaction was diluted with additional water, and the product was extracted with EtOAc. The combined extracts ... Reactants: N1=CC=C(C=C1)C1=CC=2N(C=C1)C=CN2 (7-pyridin-4-yl-imidazo[1,2-a]pyridine), dichlorobis(triphenylphosphine) palladium(II), BrC1=CC(=C(C=C1)CC(=O)NC=1SC(=C(N1)C)C(C)C)F (2-(4-Bromo-2-fluoro-phenyl)-N-(5-isopropyl-4-methyl-thiazol-2-yl)-acetamide), C(C)(=O)[O-].[K+] (potassium acetate). Solvent: CS(=O)C (DMSO). Yields the product FC1=C(C=CC(=C1)C1=CN=C2N1C=CC(=C2)C2=CC=NC=C2)CC(=O)NC=2SC(=C(N2)C)C(C)C (2-[2-Fluoro-4-(7-pyridin-4-yl-imidazo[1,2-a]pyridin-3-yl)-phenyl]-N-(5-isopropyl-4-methyl-thiazol-2-yl)-acetamide). Yield: 11.3%. Reaction SMILES: [N:1]1[CH:6]=[CH:5][C:4]([C:7]2[CH:12]=[CH:11][N:10]3[CH:13]=[CH:14][N:15]=[C:9]3[CH:8]=2)=[CH:3][CH:2]=1.Br[C:17]1[CH:22]=[CH:21][C:20]([CH2:23][C:24]([NH:26][C:27]2[S:28][C:29]([CH:33]([CH3:35])[CH3:34])=[C:30]([CH3:32])[N:31]=2)=[O:25])=[C:19]([F:36])[CH:18]=1.C([O-])(=O)C.[K+]>CS(C)=O>[F:36][C:19]1[CH:18]=[C:17]([C:13]2[N:10]3[CH:11]=[CH:12][C:7]([C:4]4[CH:3]=[CH:2][N:1]=[CH:6][CH:5]=4)=[CH:8][C:9]3=[N:15][CH:14]=2)[CH:22]=[CH:21][C:20]=1[CH2:23][C:24]([NH:26][C:27]1[S:28][C:29]([CH:33]([CH3:35])[CH3:34])=[C:30]([CH3:32])[N:31]=1)=[O:25] |f:2.3|. Reported procedure: Combine 7-pyridin-4-yl-imidazo[1,2-a]pyridine (0.242 g, 1.24 mmol), 2-(4-Bromo-2-fluoro-phenyl)-N-(5-isopropyl-4-methyl-thiazol-2-yl)-acetamide (0.460 g, 1.24 mmol), and potassium acetate (0.243 g, 2.48 mmol) in DMSO (5 mL). De-gas the mixture with N2 for 10 minutes, then add dichlorobis(triphenylphosphine) palladium(II) (0.087 g, 0.124 mmol). Stir the reaction at 100° C. under N2 for 14 hours. Purify using an SCX cartridge (10 g VARIAN bond elut), eluting with 1:1 methanol:dichloromethane, then...